Dataset: the Open Reaction Database (ORD), a public repository of structured organic reaction records. Task: describe an organic reaction: reactants, conditions, products, and yield The reactants are ClC1=CC=C(C=C1)C1(CCN(CC1)CCC=C1CC2=C(OC3=NC=CC=C31)C=CC=C2CO)O (4-(4-Chlorophenyl)-1-[3-(5,11-dihydro-7-hydroxymethyl[1]benzoxepino[2,3-b]pyridin-5-ylidene)propyl]piperidin-4-ol). The reagents and catalysts are [O-2].[Mn+4].[O-2] (manganese(IV) oxide). Run in C(Cl)Cl (methylene chloride), C(C)(=O)OCC (ethyl acetate). Conditions: time 12 hour. Yields the product ClC1=CC=C(C=C1)C1(CCN(CC1)CCC=C1CC2=C(OC3=NC=CC=C31)C=CC=C2C=O)O (4-(4-Chlorophenyl)-1-[3-(7-formyl-5,11-dihydro[1]benzoxepino[2,3-b]pyridin-5-ylidene)propyl]piperidin-4-ol). Yield: 93.4%. Reaction SMILES: [Cl:1][C:2]1[CH:7]=[CH:6][C:5]([C:8]2([OH:34])[CH2:13][CH2:12][N:11]([CH2:14][CH2:15][CH:16]=[C:17]3[C:27]4[C:22](=[N:23][CH:24]=[CH:25][CH:26]=4)[O:21][C:20]4[CH:28]=[CH:29][CH:30]=[C:31]([CH2:32][OH:33])[C:19]=4[CH2:18]3)[CH2:10][CH2:9]2)=[CH:4][CH:3]=1>C(Cl)Cl.C(OCC)(=O)C.[O-2].[Mn+4].[O-2]>[Cl:1][C:2]1[CH:7]=[CH:6][C:5]([C:8]2([OH:34])[CH2:9][CH2:10][N:11]([CH2:14][CH2:15][CH:16]=[C:17]3[C:27]4[C:22](=[N:23][CH:24]=[CH:25][CH:26]=4)[O:21][C:20]4[CH:28]=[CH:29][CH:30]=[C:31]([CH:32]=[O:33])[C:19]=4[CH2:18]3)[CH2:12][CH2:13]2)=[CH:4][CH:3]=1 |f:3.4.5|. Procedure details: To a solution of the product of example 274 (1.0 g) in methylene chloride (200 ml) was added manganese(IV) oxide (3.0 g), and the suspension was stirred at ambient temperature for 12 hours. The reaction mixture was diluted with ethyl acetate and filtered through Celite. The solvent was evaporated under reduced pressure to give the titled compound (930 mg). Reactants: C(C)(=O)O[C@H]1[C@H](OC(C2=CC=CC=C2)=O)[C@H](OC(C2=CC=CC=C2)=O)[C@H](O1)COC(C1=CC=CC=C1)=O (1-O-acetyl-2,3,5-tri-O-benzoyl-β-D-ribofuranose), ClCCCl (1,2-dichloroethane), C(#N)[Si](C)(C)C (cyanotrimethylsilane), stannic chloride, C(O)([O-])=O.[Na+] (sodium hydrogen carbonate). The solvent is C(Cl)(Cl)Cl (Chloroform). Run at time 2 minute. Yields the product C(C1=CC=CC=C1)(=O)O[C@H]1[C@@H](O[C@@H]([C@H]1OC(C1=CC=CC=C1)=O)COC(C1=CC=CC=C1)=O)C#N ((2,3,5-Tri-O-benzoyl-β-D-ribofuranosyl) cyanide). As a reaction SMILES: C(O[C@@H:5]1[O:27][C@H:26]([CH2:28][O:29][C:30](=[O:37])[C:31]2[CH:36]=[CH:35][CH:34]=[CH:33][CH:32]=2)[C@@H:16]([O:17][C:18](=[O:25])[C:19]2[CH:24]=[CH:23][CH:22]=[CH:21][CH:20]=2)[C@H:6]1[O:7][C:8](=[O:15])[C:9]1[CH:14]=[CH:13][CH:12]=[CH:11][CH:10]=1)(=O)C.ClCCCl.[C:42]([Si](C)(C)C)#[N:43].C(=O)([O-])O.[Na+]>C(Cl)(Cl)Cl>[C:8]([O:7][C@@H:6]1[C@H:16]([O:17][C:18](=[O:25])[C:19]2[CH:24]=[CH:23][CH:22]=[CH:21][CH:20]=2)[C@@H:26]([CH2:28][O:29][C:30](=[O:37])[C:31]2[CH:32]=[CH:33][CH:34]=[CH:35][CH:36]=2)[O:27][C@H:5]1[C:42]#[N:43])(=[O:15])[C:9]1[CH:14]=[CH:13][CH:12]=[CH:11][CH:10]=1 |f:3.4|. Procedure details: A stirred solution of 1-O-acetyl-2,3,5-tri-O-benzoyl-β-D-ribofuranose (50.3 g, 80 mmol), 1,2-dichloroethane (100 ml), and cyanotrimethylsilane (15.84 g, 160 mmol) was treated in one portion via a syringe with anhydrous stannic chloride (20.8 g, 9.33 ml, 80 mmol). The darkening solution was stirred for two minutes then poured into saturated sodium hydrogen carbonate (800 ml), and stirred five minutes (pH 7). Chloroform (1 liter) was added and the emulsion was filtered through Celite®. The chlorof... Starting materials: CC(=O)Oc1c(C(C)(C)C)cc2c(c1C(C)(C)C)CC(C)(CCC1OCCO1)O2, CC(=O)O. Product: CC(=O)Oc1c(C(C)(C)C)cc2c(c1C(C)(C)C)CC(C)(CCC=O)O2. Reaction SMILES: [C:1]([CH3:2])(=[O:3])[O:4][c:5]1[c:6]([C:26]([CH3:27])([CH3:28])[CH3:29])[cH:7][c:8]2[c:9]([c:21]1[C:22]([CH3:23])([CH3:24])[CH3:25])[CH2:10][C:11]([CH3:13])([CH2:14][CH2:15][CH:16]1[O:17][CH2:20][CH2:19][O:18]1)[O:12]2.[CH3:30][C:31](=[O:32])[OH:33]>>[C:1]([CH3:2])(=[O:3])[O:4][c:5]1[c:6]([C:26]([CH3:27])([CH3:28])[CH3:29])[cH:7][c:8]2[c:9]([c:21]1[C:22]([CH3:23])([CH3:24])[CH3:25])[CH2:10][C:11]([CH3:13])([CH2:14][CH2:15][CH:16]=[O:17])[O:12]2. Reactants: ClC1=C(C=CC=C1)C(C1=C(C=CC(=C1)Cl)N1C(=NN=C1C)CNC(CCl)=O)=O (2',5-dichloro-2-[3-(2-chloroacetamidomethyl)-5-methyl-4H-1,2,4-triazol-4-yl]-benzophenone), [N-]=[N+]=[N-].[Na+] (sodium azide), resultant mixture. The solvent is CN(C=O)C (dimethylformamide). Conditions: time 8 hour. Product: ClC1=C(C=CC=C1)C(C1=C(C=CC(=C1)Cl)N1C(=NN=C1C)CNC(CN=[N+]=[N-])=O)=O (2',5-dichloro-2-[3-(2-azidoacetamidomethyl)-5-methyl-4H-1,2,4-triazol-4-yl]-benzophenone). Yield: 93.2%. As a reaction SMILES: [Cl:1][C:2]1[CH:7]=[CH:6][CH:5]=[CH:4][C:3]=1[C:8](=[O:28])[C:9]1[CH:14]=[C:13]([Cl:15])[CH:12]=[CH:11][C:10]=1[N:16]1[C:20]([CH3:21])=[N:19][N:18]=[C:17]1[CH2:22][NH:23][C:24](=[O:27])[CH2:25]Cl.[N-:29]=[N+:30]=[N-:31].[Na+]>CN(C)C=O>[Cl:1][C:2]1[CH:7]=[CH:6][CH:5]=[CH:4][C:3]=1[C:8](=[O:28])[C:9]1[CH:14]=[C:13]([Cl:15])[CH:12]=[CH:11][C:10]=1[N:16]1[C:20]([CH3:21])=[N:19][N:18]=[C:17]1[CH2:22][NH:23][C:24](=[O:27])[CH2:25][N:29]=[N+:30]=[N-:31] |f:1.2|. Reported procedure: To a solution of 2',5-dichloro-2-[3-(2-chloroacetamidomethyl)-5-methyl-4H-1,2,4-triazol-4-yl]-benzophenone (1.533 g) in dimethylformamide (15 ml), sodium azide (0.228 g) is added portionwise, and the resultant mixture is stirred at room temperature for 2.25 hours and allowed to stand overnight. The reaction mixture is evaporated under reduced pressure to remove the solvent, and the residue is shaken with chloroform. The organic layer is washed with water, dried and evaporated to remove the chlor... Yields the product FC(C(=O)N[C@H]1[C@@H](O[C@@H]([C@H]1O)CO)N1C(=O)NC(=O)C=C1)(F)F (2'-trifluoroacetylamino,2'-deoxyuridine). RXN SMILES: [NH2:1][C@@H:2]1[C@H:6]([OH:7])[C@@H:5]([CH2:8][OH:9])[O:4][C@H:3]1[N:10]1[CH:17]=[CH:16][C:14](=[O:15])[NH:13][C:11]1=[O:12].[F:18][C:19]([F:26])([F:25])[C:20](SCC)=[O:21]>CO>[F:18][C:19]([F:26])([F:25])[C:20]([NH:1][C@@H:2]1[C@H:6]([OH:7])[C@@H:5]([CH2:8][OH:9])[O:4][C@H:3]1[N:10]1[CH:17]=[CH:16][C:14](=[O:15])[NH:13][C:11]1=[O:12])=[O:21]. Isolated yield 82.5%. Reactants: N[C@H]1[C@@H](O[C@@H]([C@H]1O)CO)N1C(=O)NC(=O)C=C1 (2'-amino,2'-deoxyuridine), FC(C(=O)SCC)(F)F (S-ethyl trifluorothioacetate). Procedure details: To a suspension of 2'-amino,2'-deoxyuridine (2.0 g, 8.22 mmoles) in methanol (150 ml) was added S-ethyl trifluorothioacetate (1.6 ml, 12.48 mmoles, 1.5 eq.). This mixture was stirred at room temperature overnight. Nitrogen was bubbled through the reaction mixture for 2 h to remove volatile thio-byproducts. The mixture was evaporated to dryness and the solid was recrystallized from methanol/chloroform to yield 2.3 g (82%) of 2'-trifluoroacetylamino,2'-deoxyuridine. The analytical data agreed with... Solvent: CO (methanol). Conditions: time 8 hour.